Dataset: the Open Reaction Database (ORD), a public repository of structured organic reaction records. Task: describe an organic reaction: reactants, conditions, products, and yield Reactants: 17B, OC1=CC2=C(N(C(O2)=O)C)C=C1 (6-hydroxy-3-methyl-1,3-benzoxazol-2(3H)-one), C1(=CC=CC=C1)C(N1C(C(C2=CC=CC=C12)(O)C=1C(=CC2=C(N(C(O2)=O)C)C1)O)=O)C1=CC=CC=C1 (5-[1-(diphenylmethyl)-3-hydroxy-2-oxo-2,3-dihydro-1H-indol-3-yl]-6-hydroxy-3-methyl-1,3-benzoxazol-2(3H)-one), C(C1=CC=CC=C1)(C1=CC=CC=C1)N1C(C(C2=CC=CC=C12)(O)C=1C(=CC2=C(OCC(N2C)=O)C1)O)=O (7-(1-benzhydryl-3-hydroxy-2-oxoindolin-3-yl)-6-hydroxy-4-methyl-2H-benzo[b][1,4]oxazin-3(4H)-one). Yields the product C1(=CC=CC=C1)C(N1C(C(C2=CC=CC=C12)C=1C(=CC2=C(N(C(O2)=O)C)C1)O)=O)C1=CC=CC=C1 (5-[1-(diphenylmethyl)-2-oxo-2,3-dihydro-1H-indol-3-yl]-6-hydroxy-3-methyl-1,3-benzoxazol-2(3H)-one). RXN SMILES: [C:1]1([CH:7]([C:31]2[CH:36]=[CH:35][CH:34]=[CH:33][CH:32]=2)[N:8]2[C:16]3[C:11](=[CH:12][CH:13]=[CH:14][CH:15]=3)[C:10]([C:18]3[C:19]([OH:29])=[CH:20][C:21]4[O:25][C:24](=[O:26])[N:23]([CH3:27])[C:22]=4[CH:28]=3)(O)[C:9]2=[O:30])[CH:6]=[CH:5][CH:4]=[CH:3][CH:2]=1.C(N1C2C(=CC=CC=2)C(C2C(O)=CC3N(C)C(=O)COC=3C=2)(O)C1=O)(C1C=CC=CC=1)C1C=CC=CC=1.OC1C=CC2N(C)C(=O)OC=2C=1>>[C:31]1([CH:7]([C:1]2[CH:2]=[CH:3][CH:4]=[CH:5][CH:6]=2)[N:8]2[C:16]3[C:11](=[CH:12][CH:13]=[CH:14][CH:15]=3)[CH:10]([C:18]3[C:19]([OH:29])=[CH:20][C:21]4[O:25][C:24](=[O:26])[N:23]([CH3:27])[C:22]=4[CH:28]=3)[C:9]2=[O:30])[CH:32]=[CH:33][CH:34]=[CH:35][CH:36]=1. Procedure: Following the procedure as described in PREPARATION 17B, and making non-critical variations using 5-[1-(diphenylmethyl)-3-hydroxy-2-oxo-2,3-dihydro-1H-indol-3-yl]-6-hydroxy-3-methyl-1,3-benzoxazol-2(3H)-one to replace 7-(1-benzhydryl-3-hydroxy-2-oxoindolin-3-yl)-6-hydroxy-4-methyl-2H-benzo[b][1,4]oxazin-3(4H)-one, 541-(diphenylmethyl)-2-oxo-2,3-dihydro-1H-indol-3-yl]-6-hydroxy-3-methyl-1,3-benzoxazol-2(3H)-one was obtained (73%) as a pale pink solid: MS (ES+) m/z 463.4 (M+1). Starting materials: CCCCO, COc1ccc(OCC(O)CCCl)cc1, [I-], [K+], [Na+], [Na+], O=C([O-])[O-], c1ccc(N2CCNCC2)cc1. The product is COc1ccc(OCC(O)CCN2CCN(c3ccccc3)CC2)cc1. As a reaction SMILES: [CH2:36]([OH:37])[CH2:38][CH2:39][CH3:40].[Cl:1][CH2:2][CH2:3][CH:4]([CH2:5][O:6][c:7]1[cH:8][cH:9][c:10]([O:13][CH3:14])[cH:11][cH:12]1)[OH:15].[I-:35].[K+:34].[Na+:28].[Na+:29].[O-:30][C:31](=[O:32])[O-:33].[c:16]1([N:22]2[CH2:23][CH2:24][NH:25][CH2:26][CH2:27]2)[cH:17][cH:18][cH:19][cH:20][cH:21]1>>[CH2:2]([CH2:3][CH:4]([CH2:5][O:6][c:7]1[cH:8][cH:9][c:10]([O:13][CH3:14])[cH:11][cH:12]1)[OH:15])[N:25]1[CH2:24][CH2:23][N:22]([c:16]2[cH:17][cH:18][cH:19][cH:20][cH:21]2)[CH2:27][CH2:26]1. The reactants are [OH-].[Li+] (lithium hydroxide), CSC1=NC=C(C(=N1)NC1=CC=CC=C1)C(=O)OCC (ethyl 2-(methylthio)-4-(phenylamino)pyrimidine-5-carboxylate). Solvent: C(C)O (ethanol). Yields the product N(C1=CC=CC=C1)C1=NC(=NC=C1C(=O)O)SC (4-anilino-2-(methylthio)-5-pyrimidinecarboxylic Acid). As a reaction SMILES: [CH3:1][S:2][C:3]1[N:8]=[C:7]([NH:9][C:10]2[CH:15]=[CH:14][CH:13]=[CH:12][CH:11]=2)[C:6]([C:16]([O:18]CC)=[O:17])=[CH:5][N:4]=1.[OH-].[Li+]>C(O)C>[NH:9]([C:7]1[C:6]([C:16]([OH:18])=[O:17])=[CH:5][N:4]=[C:3]([S:2][CH3:1])[N:8]=1)[C:10]1[CH:15]=[CH:14][CH:13]=[CH:12][CH:11]=1 |f:1.2|. Procedure: A solution of ethyl 2-(methylthio)-4-(phenylamino)pyrimidine-5-carboxylate (4.0 g, prepared according to the reported preparation in Barvian, M.; et al. J. Med. Chem. 2000, 43, 4606) in ethanol (50 mL) was treated with 2 N lithium hydroxide (50 mL) at room temperature for 16 hours. The reaction mixture was washed with ether and then brought to pH 6 via the addition of 1 N hydrochloric acid. The resulting precipitate was collected by filtration, azeotroped with toluene and dried under vacuum to o... Reactants: O=Cc1ccc(Br)c(F)c1, CCCC1CCC(C(CO)CO)CC1, Cc1ccc(S(=O)(=O)O)cc1, ClCCl, O. The product is CCCC1CCC(C2COC(c3ccc(Br)c(F)c3)OC2)CC1. Reaction SMILES: [Br:15][c:16]1[c:17]([F:24])[cH:18][c:19]([CH:20]=[O:21])[cH:22][cH:23]1.[CH2:1]([CH2:2][CH3:3])[CH:4]1[CH2:5][CH2:6][CH:7]([CH:10]([CH2:11][OH:12])[CH2:13][OH:14])[CH2:8][CH2:9]1.[CH3:25][c:26]1[cH:27][cH:28][c:29]([S:30]([OH:31])(=[O:32])=[O:33])[cH:34][cH:35]1.[Cl:37][CH2:38][Cl:39].[OH2:36]>>[CH2:1]([CH2:2][CH3:3])[CH:4]1[CH2:5][CH2:6][CH:7]([CH:10]2[CH2:11][O:12][CH:20]([c:19]3[cH:18][c:17]([F:24])[c:16]([Br:15])[cH:23][cH:22]3)[O:14][CH2:13]2)[CH2:8][CH2:9]1. Reactants: ICCCC#C (5-iodo-pent-1-yne), C(C)(C)(C)N (tert-BuNH2). The product is C(C)(C)(C)NCCCC#C (tert-Butyl-pent-4-ynyl-amine). RXN SMILES: I[CH2:2][CH2:3][CH2:4][C:5]#[CH:6].[C:7]([NH2:11])([CH3:10])([CH3:9])[CH3:8]>>[C:7]([NH:11][CH2:2][CH2:3][CH2:4][C:5]#[CH:6])([CH3:10])([CH3:9])[CH3:8]. Procedure: A solution of 5-iodo-pent-1-yne (1.0 g, 5.2 mmol) in tert-BuNH2 (2.0 g. 27 mmol) was heated to reflux for 4 h, evaporated, diluted with Et2O, filtered, and concentrated to afford the title compound. 1H NMR (CDCl3) δ 2.67 (t, 2H), 2.27 (td, 2H), 1.96 (t, 1H), 1.70 (quint., 2H), 1.11 (s, 9H). Reactants: [Si](C)(C)(C(C)(C)C)OCC(COCP(=O)(OCC)OCC)ON1C2=NC(=NC(=C2N=C1)Cl)NC=O (9-[1-(t-butyldimethylsilyloxy) -3-(diethoxyphosphorylmethoxy)prop-2-oxy]-6-chloro-2-formamidopurine), [F-].C(CCC)[N+](CCCC)(CCCC)CCCC (tetrabutylammonium fluoride). Run in O1CCCC1 (tetrahydrofuran). The product is ClC1=C2N=CN(C2=NC(=N1)NC=O)OC(COCP(=O)(OCC)OCC)CO (6-chloro-9-[1-(diethoxyphosphorylmethoxy) -3-hydroxyprop-2-oxy]2-formamidopurine). Isolated yield 38.1%. As a reaction SMILES: [Si]([O:8][CH2:9][CH:10]([O:22][N:23]1[CH:31]=[N:30][C:29]2[C:24]1=[N:25][C:26]([NH:33][CH:34]=[O:35])=[N:27][C:28]=2[Cl:32])[CH2:11][O:12][CH2:13][P:14]([O:19][CH2:20][CH3:21])([O:16][CH2:17][CH3:18])=[O:15])(C(C)(C)C)(C)C.[F-].C([N+](CCCC)(CCCC)CCCC)CCC>O1CCCC1>[Cl:32][C:28]1[N:27]=[C:26]([NH:33][CH:34]=[O:35])[N:25]=[C:24]2[C:29]=1[N:30]=[CH:31][N:23]2[O:22][CH:10]([CH2:9][OH:8])[CH2:11][O:12][CH2:13][P:14]([O:16][CH2:17][CH3:18])([O:19][CH2:20][CH3:21])=[O:15] |f:1.2|. Procedure details: A solution of 9-[1-(t-butyldimethylsilyloxy) -3-(diethoxyphosphorylmethoxy)prop-2-oxy]-6-chloro-2-formamidopurine (100mg, 0.18 mmol) in tetrahydrofuran (5 ml) was treated. with tetrabutylammonium fluoride (60mg, 0.18 mmol) and the solution stirred for 4 h at 20° C. The solvent was reduced in vacuo and the residue partitioned between saturated sodium hydrogen carbonate and dichloromethane. The dichloromethane was separated and dried (MgSO4) and the solvent evaporated in vacuo. The residue was chr...